Task: describe an organic reaction: reactants, conditions, products, and yield. Dataset: the Open Reaction Database (ORD), a public repository of structured organic reaction records Starting materials: ClC1=NC=C(C(=O)OCC)C(=C1)NC1=C(C=C(C=C1)I)F (Ethyl 6-chloro-4-(2-fluoro-4-iodoanilino)nicotinate), O (water). Solvent: C(C)(=O)O (acetic acid). Yields the product FC1=C(NC=2C(=CNC(C2)=O)C(=O)OCC)C=CC(=C1)I (ethyl 4-(2-fluoro-4-iodoanilino)-6-oxo-1,6-dihydro-3-pyridinecarboxylate). Yield: 59.0%. RXN SMILES: Cl[C:2]1[CH:12]=[C:11]([NH:13][C:14]2[CH:19]=[CH:18][C:17]([I:20])=[CH:16][C:15]=2[F:21])[C:5]([C:6]([O:8][CH2:9][CH3:10])=[O:7])=[CH:4][N:3]=1.[OH2:22]>C(O)(=O)C>[F:21][C:15]1[CH:16]=[C:17]([I:20])[CH:18]=[CH:19][C:14]=1[NH:13][C:11]1[C:5]([C:6]([O:8][CH2:9][CH3:10])=[O:7])=[CH:4][NH:3][C:2](=[O:22])[CH:12]=1. Procedure details: Ethyl 6-chloro-4-(2-fluoro-4-iodoanilino)nicotinate (2.03 g, 4.83 mmol) was dissolved in acetic acid (75 mL), to which was added water (25 mL). This solution was heated at reflux for 14 h. The mixture was allowed to cool, then refrigerated, and a cream solid crystallised out. This material was isolated by filtration, washed well with water and hexanes, then dried to afford ethyl 4-(2-fluoro-4-iodoanilino)-6-oxo-1,6-dihydro-3-pyridinecarboxylate as a white solid (1.14 g, 59%), m.p. (acetone/MeOH)...